This data is from the Open Reaction Database (ORD), a public repository of structured organic reaction records. The task is: describe an organic reaction: reactants, conditions, products, and yield Starting materials: O=C([O-])O, OC1(c2ccc(CCOC3CCCCO3)cc2)CCN(Cc2ccccc2)CC1, CO, Cl, [Na+]. Yields the product OCCc1ccc(C2(O)CCN(Cc3ccccc3)CC2)cc1. RXN SMILES: [C:31](=[O:32])([O-:33])[OH:34].[CH2:1]([c:2]1[cH:3][cH:4][cH:5][cH:6][cH:7]1)[N:8]1[CH2:9][CH2:10][C:11]([OH:14])([c:15]2[cH:16][cH:17][c:18]([CH2:21][CH2:22][O:23][CH:24]3[CH2:25][CH2:26][CH2:27][CH2:28][O:29]3)[cH:19][cH:20]2)[CH2:12][CH2:13]1.[CH3:36][OH:37].[ClH:30].[Na+:35]>>[CH2:1]([c:2]1[cH:3][cH:4][cH:5][cH:6][cH:7]1)[N:8]1[CH2:9][CH2:10][C:11]([OH:14])([c:15]2[cH:16][cH:17][c:18]([CH2:21][CH2:22][OH:23])[cH:19][cH:20]2)[CH2:12][CH2:13]1. The reactants are COc1cc(N2CCC(N3CCC(O)C3)CC2)ccc1[N+](=O)[O-], COc1cc(N2CCCC(C(=O)N3CCN(C)CC3)C2)ccc1N. The product is COc1cc(N2CCC(N3CCC(O)C3)CC2)ccc1N. RXN SMILES: [CH3:25][O:26][c:27]1[cH:28][c:29]([N:36]2[CH2:37][CH2:38][CH:39]([N:42]3[CH2:43][CH:44]([OH:47])[CH2:45][CH2:46]3)[CH2:40][CH2:41]2)[cH:30][cH:31][c:32]1[N+:33]([O-:34])=[O:35].[NH2:1][c:2]1[cH:3][cH:4][c:5]([N:6]2[CH2:7][CH2:8][CH2:9][CH:10]([C:11]([N:12]3[CH2:13][CH2:14][N:15]([CH3:16])[CH2:17][CH2:18]3)=[O:19])[CH2:20]2)[cH:21][c:22]1[O:23][CH3:24]>>[CH3:25][O:26][c:27]1[cH:28][c:29]([N:36]2[CH2:37][CH2:38][CH:39]([N:42]3[CH2:43][CH:44]([OH:47])[CH2:45][CH2:46]3)[CH2:40][CH2:41]2)[cH:30][cH:31][c:32]1[NH2:33]. The reactants are CC=1C(=CC2=CC=CC=C2C1)O (3-methyl-naphthalen-2-ol), BrBr (bromine). The solvent is C(C)(=O)O (acetic acid). Reaction conditions: time 20 minute. The product is BrC1=C(C(=CC2=CC=CC=C12)C)O (1-bromo-3-methylnaphthalen-2-ol). The yield is 86.3%. RXN SMILES: [CH3:1][C:2]1[C:3]([OH:12])=[CH:4][C:5]2[C:10]([CH:11]=1)=[CH:9][CH:8]=[CH:7][CH:6]=2.[Br:13]Br>C(O)(=O)C>[Br:13][C:4]1[C:5]2[C:10](=[CH:9][CH:8]=[CH:7][CH:6]=2)[CH:11]=[C:2]([CH3:1])[C:3]=1[OH:12]. Procedure details: 3-Methylnaphthalen-2-ol (4A) (2.09 g, 13.2 mmol) was taken in acetic acid (50 mL) and bromine (2.11 g) was added to it. The mixture was stirred at room temperature for 20 minutes, concentrated and purified by flash chromatography (silica gel, ethyl acetate/hexanes) to give the desired product (2.7 g, 80%). 1H-NMR: 300 MHz, (CDCl3) δ 7.98 (d, 1 H), 7.60 (d, 1 H), 7.58 (s, 1 H), 7.53 (dd, 1 H), 7.38 (dd, 1 H), 6.05 (s, 1 H), 2.48 (s, 3 H).